From a dataset of the Open Reaction Database (ORD), a public repository of structured organic reaction records. describe an organic reaction: reactants, conditions, products, and yield Reactants: 861c, C(C=C)C1=C(C(=CC=C1)[N+](=O)[O-])O (2-allyl-6-nitrophenol), CC(=O)C (acetone), C([O-])([O-])=O.[K+].[K+] (potassium carbonate), ICC=C (3-iodo-1-propene). The solvent is C(C)(=O)OCC (ethyl acetate). Run at temperature 0 celsius, time 1 hour. Product: C(C=C)C1=C(C(=CC=C1)[N+](=O)[O-])OCC=C (1-allyl-2-allyloxy-3-nitrobenzene). Yield: 70.7%. Reaction SMILES: [CH2:1]([C:4]1[CH:9]=[CH:8][CH:7]=[C:6]([N+:10]([O-:12])=[O:11])[C:5]=1[OH:13])[CH:2]=[CH2:3].[CH3:14][C:15]([CH3:17])=O.C(=O)([O-])[O-].[K+].[K+].ICC=C>C(OCC)(=O)C>[CH2:1]([C:4]1[CH:9]=[CH:8][CH:7]=[C:6]([N+:10]([O-:12])=[O:11])[C:5]=1[O:13][CH2:17][CH:15]=[CH2:14])[CH:2]=[CH2:3] |f:2.3.4|. Reported procedure: Into a microwave vial was placed 1-allyloxy-2-nitrobenzene (0.5 g, 0.003 mol). The yellow-green oil was heated neat in the microwave at 180° C. for 30 min producing a black solid. 1H NMR of the crude solid showed desired product plus impurities. The reaction mixture was purified by ISCO chromatography on silica gel using 5-20% ethyl acetate-hexane. Product, 2-allyl-6-nitrophenol, was isolated as a yellow oil (0.1 g, 20%). 1H NMR (CDCl3, 400 MHz) δ 10.95 (s, 1H), 8.00 (d, 1H, J=8.59 Hz), 7.47 (d,... Reactants: CC1(C)CC(=O)c2ccc(OS(=O)(=O)C(F)(F)F)cc21, OB(O)c1ccc(Cl)cc1Cl. The product is CC1(C)CC(=O)c2ccc(-c3ccc(Cl)cc3Cl)cc21. RXN SMILES: [CH3:1][C:2]1([CH3:20])[CH2:3][C:4](=[O:19])[c:5]2[cH:6][cH:7][c:8]([O:11][S:12]([C:13]([F:14])([F:15])[F:16])(=[O:17])=[O:18])[cH:9][c:10]21.[Cl:21][c:22]1[c:23]([B:29]([OH:30])[OH:31])[cH:24][cH:25][c:26]([Cl:28])[cH:27]1>>[CH3:1][C:2]1([CH3:20])[CH2:3][C:4](=[O:19])[c:5]2[cH:6][cH:7][c:8](-[c:23]3[c:22]([Cl:21])[cH:27][c:26]([Cl:28])[cH:25][cH:24]3)[cH:9][c:10]21. Starting materials: BrC1=CC(=C(C=C1)C(=O)N1CCN(CC1)C1=NC=C(C=C1C)C)S(=O)(=O)C ((4-bromo-2-methanesulfonylphenyl)[4-(3,5-dimethylpyridin-2-yl)piperazin-1-yl]methanone), N1C(CC1)=O (2-azetidinone). Product: CC=1C(=NC=C(C1)C)N1CCN(CC1)C(=O)C1=C(C=C(C=C1)N1C(CC1)=O)S(=O)(=O)C (1-{4-[4-(3,5-dimethylpyridin-2-yl)piperazine-1-carbonyl]-3-methanesulfonylphenyl}azetidin-2-one). Isolated yield 35.0%. As a reaction SMILES: Br[C:2]1[CH:7]=[CH:6][C:5]([C:8]([N:10]2[CH2:15][CH2:14][N:13]([C:16]3[C:21]([CH3:22])=[CH:20][C:19]([CH3:23])=[CH:18][N:17]=3)[CH2:12][CH2:11]2)=[O:9])=[C:4]([S:24]([CH3:27])(=[O:26])=[O:25])[CH:3]=1.[NH:28]1[CH2:31][CH2:30][C:29]1=[O:32]>>[CH3:22][C:21]1[C:16]([N:13]2[CH2:14][CH2:15][N:10]([C:8]([C:5]3[CH:6]=[CH:7][C:2]([N:28]4[CH2:31][CH2:30][C:29]4=[O:32])=[CH:3][C:4]=3[S:24]([CH3:27])(=[O:26])=[O:25])=[O:9])[CH2:11][CH2:12]2)=[N:17][CH:18]=[C:19]([CH3:23])[CH:20]=1. Reported procedure: Using (4-bromo-2-methanesulfonylphenyl)[4-(3,5-dimethylpyridin-2-yl)piperazin-1-yl]methanone (420 mg) described in Preparation Example 112 and 2-azetidinone (70 mg) and by the reaction and treatment in the same manner as in Example 1, the title compound (144 mg) was obtained.